Dataset: the Open Reaction Database (ORD), a public repository of structured organic reaction records. Task: describe an organic reaction: reactants, conditions, products, and yield The reactants are ClCCOC1=CC=C(C=C1)C1=C(N=C(O1)C1=C(C=CC=C1F)F)C(=O)N (5-(4-(2-chloroethoxy)phenyl)-2-(2,6-difluorophenyl)oxazole-4-carboxamide), C(C1=CC=CC=C1)NCCO (2-(benzylamino)ethanol), ( 2 ). The reagents and catalysts are [Pd] (Pd). The solvent is CO (MeOH). Product: FC1=C(C(=CC=C1)F)C=1OC(=C(N1)C(=O)N)C1=CC=C(C=C1)OCCNCCO (2-(2,6-difluorophenyl)-5-(4-(2-(2-hydroxyethylamino)ethoxy)phenyl)oxazole-4-carboxamide). RXN SMILES: Cl[CH2:2][CH2:3][O:4][C:5]1[CH:10]=[CH:9][C:8]([C:11]2[O:15][C:14]([C:16]3[C:21]([F:22])=[CH:20][CH:19]=[CH:18][C:17]=3[F:23])=[N:13][C:12]=2[C:24]([NH2:26])=[O:25])=[CH:7][CH:6]=1.C([NH:34][CH2:35][CH2:36][OH:37])C1C=CC=CC=1>CO.[Pd]>[F:23][C:17]1[CH:18]=[CH:19][CH:20]=[C:21]([F:22])[C:16]=1[C:14]1[O:15][C:11]([C:8]2[CH:9]=[CH:10][C:5]([O:4][CH2:3][CH2:2][NH:34][CH2:35][CH2:36][OH:37])=[CH:6][CH:7]=2)=[C:12]([C:24]([NH2:26])=[O:25])[N:13]=1. Procedure details: The title compound was prepared by reaction of 5-(4-(2-chloroethoxy)phenyl)-2-(2,6-difluorophenyl)oxazole-4-carboxamide with 2-(benzylamino)ethanol, according to the procedure described in example S-1, step c, followed by deprotection with the H-cube hydrogenation system (full H2 mode, 10% Pd\C catalyst, 1 ml/min, 60° C., 0.05M in MeOH). 1H NMR (DMSO) δ 2.79 (2H, t), 3.17 (2H, t), 3.55 (2H, t), 4.20 (2H, t), 7.05-7.15 (2H, m), 7.35-7.45 (2H, m), 7.60-7.80 (3H, m), 8.20-8.30 (2H, m). LCMS (2) 2.1... The reactants are aqueous solution, [OH-].[Na+] (sodium hydroxide), O1CCOC12CCC(CC2)N(C(C(C)(C)C)=O)C (N-(1,4-dioxaspiro[4,5]dec-8-yl)-2,2,N-trimethylpropionamide). Solvent: Cl (hydrochloric acid). Run at time 1 hour. Product: CC(C(=O)N(C1CCC(CC1)=O)C)(C)C (2,2,N-Trimethyl-N-(4-oxocyclohexyl)propionamide). Yield: 70.1%. Reaction SMILES: O1[C:5]2([CH2:10][CH2:9][CH:8]([N:11]([CH3:18])[C:12](=[O:17])[C:13]([CH3:16])([CH3:15])[CH3:14])[CH2:7][CH2:6]2)[O:4]CC1.[OH-].[Na+]>Cl>[CH3:14][C:13]([CH3:16])([CH3:15])[C:12]([N:11]([CH3:18])[CH:8]1[CH2:9][CH2:10][C:5](=[O:4])[CH2:6][CH2:7]1)=[O:17] |f:1.2|. Reported procedure: To N-(1,4-dioxaspiro[4,5]dec-8-yl)-2,2,N-trimethylpropionamide (12.5 g) was added 6 N hydrochloric acid aqueous solution (50 ml), and stirred at room temperature for 1 hour. After completion of the reaction, 12 N aqueous solution of sodium hydroxide (25 ml) was added thereto, and extracted with ethyl acetate. The organic layer was dried over sodium sulfate, and then the solvent was evaporated. To the obtained residue was added diisopropyl ether, the insoluble matter was collected by filtration, ... Reactants: C(C)(=O)O[C@H]1[C@H]([C@@H](CCC1)N1C(=NC2=C1C=C(C(=C2)Cl)Cl)Br)OC(C)=O ((±)-(1R*,2S*,3R*)-3-(2-Bromo-5,6-dichloro-1H-benzimidazol-1-yl)-1,2-cyclohexanediyl diacetate), C([O-])([O-])=O.[Na+].[Na+] (Sodium carbonate), CO (methanol), O (water). The solvent is C(C)O (ethanol). Run at time 3 hour. Product: BrC1=NC2=C(N1[C@H]1[C@@H]([C@@H](CCC1)O)O)C=C(C(=C2)Cl)Cl ((±)-(1R*,2S*,3R*)-3-(2-Bromo-5,6-dichloro-1H-benzimidazol-1-yl)-1,2-cyclohexanediol). Isolated yield 45.0%. As a reaction SMILES: C([O:4][C@@H:5]1[CH2:10][CH2:9][CH2:8][C@@H:7]([N:11]2[C:15]3[CH:16]=[C:17]([Cl:21])[C:18]([Cl:20])=[CH:19][C:14]=3[N:13]=[C:12]2[Br:22])[C@@H:6]1[O:23]C(=O)C)(=O)C.CO.O.C(=O)([O-])[O-].[Na+].[Na+]>C(O)C>[Br:22][C:12]1[N:11]([C@@H:7]2[CH2:8][CH2:9][CH2:10][C@@H:5]([OH:4])[C@H:6]2[OH:23])[C:15]2[CH:16]=[C:17]([Cl:21])[C:18]([Cl:20])=[CH:19][C:14]=2[N:13]=1 |f:3.4.5|. Procedure: (±)-(1R*,2S*,3R*)-3-(2-Bromo-5,6-dichloro-1H-benzimidazol-1-yl)-1,2-cyclohexanediyl diacetate (part c of this example, 700 mg, 1.51 mmol) was dissolved in ethanol (12 ml)-methanol (12 ml)-water (3 ml). Sodium carbonate (160 mg, 1.5 mmol) was added and the mixture was stirred vigorously for 3 h. Volatiles were evaporated in vacuo and the residual solids were slurried in water. The solid was recrystallized from ethanol to give title compound as white powder (260 mg, 45%), m.p. 197-199° C. dec.; 1H... Starting materials: CCCCCCCCCCCC(=O)CP(=O)(OC)OC, C[Si](C)(C)c1cc(C=O)co1, [H-], [Na+], C1CCOC1. Product: CCCCCCCCCCCC(=O)C=Cc1coc([Si](C)(C)C)c1. As a reaction SMILES: [CH3:1][O:2][P:3](=[O:4])([O:5][CH3:6])[CH2:7][C:8]([CH2:9][CH2:10][CH2:11][CH2:12][CH2:13][CH2:14][CH2:15][CH2:16][CH2:17][CH2:18][CH3:19])=[O:20].[CH3:23][Si:24]([c:25]1[cH:26][c:27]([CH:30]=[O:31])[cH:28][o:29]1)([CH3:32])[CH3:33].[H-:21].[Na+:22].[O:34]1[CH2:35][CH2:36][CH2:37][CH2:38]1>>[CH:7]([C:8]([CH2:9][CH2:10][CH2:11][CH2:12][CH2:13][CH2:14][CH2:15][CH2:16][CH2:17][CH2:18][CH3:19])=[O:20])=[CH:30][c:27]1[cH:26][c:25]([Si:24]([CH3:23])([CH3:32])[CH3:33])[o:29][cH:28]1. Reactants: FC1=C(OC(C(=O)O)(C)C)C=CC(=C1)F (2-(2,4-difluorophenoxy)-2-methylpropanoic acid), hydrate, CCN=C=NCCCN(C)C.Cl (N-(3-dimethylaminopropyl)-N-ethylcarbodimide hydrochloride), [OH-].[NH4+] (ammonium hydroxide). Run in C(Cl)Cl (methylene chloride). Run at time 16 hour. Product: FC1=C(OC(C(=O)N)(C)C)C=CC(=C1)F (2-(2,4-difluorophenoxy)-2-methylpropanamide). As a reaction SMILES: [F:1][C:2]1[CH:14]=[C:13]([F:15])[CH:12]=[CH:11][C:3]=1[O:4][C:5]([CH3:10])([CH3:9])[C:6](O)=[O:7].CC[N:18]=C=NCCCN(C)C.Cl.[OH-].[NH4+]>C(Cl)Cl>[F:1][C:2]1[CH:14]=[C:13]([F:15])[CH:12]=[CH:11][C:3]=1[O:4][C:5]([CH3:10])([CH3:9])[C:6]([NH2:18])=[O:7] |f:1.2,3.4|. Procedure: To a solution of 2-(2,4-difluorophenoxy)-2-methylpropanoic acid (10.0 g, 46.3 mmol, Chembridge) in methylene chloride (200 mL) were added 1-hydroxybenzotriaole hydrate (8.5 g, 55.5 mmol, Aldrich), N-(3-dimethylaminopropyl)-N-ethylcarbodimide hydrochloride (10.6 g, 55.5 mmol, Aldrich) and ammonium hydroxide (54.0 g, 463 mmol). The reaction mixture was stirred at room temperature for 16 hours and then quenched with water (100 mL). The aqueous layer was extracted with methylene chloride (3×100 mL).... The product is Cc1c(Cl)cccc1C(=O)NC1CN2CCC1CC2. RXN SMILES: [Cl:1][c:2]1[c:3]([CH3:11])[c:4]([C:5](=[O:6])[OH:7])[cH:8][cH:9][cH:10]1.[NH2:12][CH:13]1[CH2:14][N:15]2[CH2:16][CH2:17][CH:18]1[CH2:19][CH2:20]2.[NH2:21][CH:22]1[CH:23]2[CH2:24][CH2:25][N:26]([CH2:27][CH2:28]2)[CH2:29]1>>[Cl:1][c:2]1[c:3]([CH3:11])[c:4]([C:5](=[O:7])[NH:12][CH:13]2[CH2:14][N:15]3[CH2:16][CH2:17][CH:18]2[CH2:19][CH2:20]3)[cH:8][cH:9][cH:10]1. The reactants are Cc1c(Cl)cccc1C(=O)O, NC1CN2CCC1CC2, NC1CN2CCC1CC2. The reactants are COc1cc(Br)c(C=O)cc1O, BrCc1ccccc1, CC#N, [K+], [K+], O=C([O-])[O-], O. Yields the product COc1cc(Br)c(C=O)cc1OCc1ccccc1. Reaction SMILES: [Br:1][c:2]1[c:3]([CH:4]=[O:5])[cH:6][c:7]([OH:12])[c:8]([O:10][CH3:11])[cH:9]1.[Br:22][CH2:23][c:24]1[cH:25][cH:26][cH:27][cH:28][cH:29]1.[CH3:19][C:20]#[N:21].[K+:13].[K+:14].[O-:15][C:16]([O-:17])=[O:18].[OH2:30]>>[Br:1][c:2]1[c:3]([CH:4]=[O:5])[cH:6][c:7]([O:12][CH2:23][c:24]2[cH:25][cH:26][cH:27][cH:28][cH:29]2)[c:8]([O:10][CH3:11])[cH:9]1. Yields the product NC1=C(C=CC2=C1C=1C(NC(=NC1C=C2)NC(C(C)(C)C)=O)=O)Br (N-(10-amino-9-bromo-1,2-dihydro-1-oxobenzo[f]quinazolin-3-yl)pivalamide). Procedure: A mixture of N-(9-bromo-1,2-dihydro-10-nitro-1-oxobenzo[f]quinazolin-3-yl)pivalamide (0.8 g, 1.9 mmoles) and iron powder (0.44 g, 7.8 mmoles) in ethanol:glacial acetic acid/1:1 (25 ml) was stirred and heated to reflux under a nitrogen atmosphere for 3 hours. The reaction mixture was poured into chloroform:water/2:1 (150 ml) and neutralized by addition of solid sodium bicarbonate. The chloroform layer was separated, and the aqueous phase was washed twice with chloroform (50 ml each). Combined chl... The solvent is O (water), C(C)O (ethanol). Reaction SMILES: [Br:1][C:2]1[CH:3]=[CH:4][C:5]2[CH:14]=[CH:13][C:12]3[N:11]=[C:10]([NH:15][C:16](=[O:21])[C:17]([CH3:20])([CH3:19])[CH3:18])[NH:9][C:8](=[O:22])[C:7]=3[C:6]=2[C:23]=1[N+:24]([O-])=O.C(O)(=O)C.C(Cl)(Cl)Cl.C(=O)(O)[O-].[Na+]>C(O)C.[Fe].O>[NH2:24][C:23]1[C:6]2[C:7]3[C:8](=[O:22])[NH:9][C:10]([NH:15][C:16](=[O:21])[C:17]([CH3:19])([CH3:20])[CH3:18])=[N:11][C:12]=3[CH:13]=[CH:14][C:5]=2[CH:4]=[CH:3][C:2]=1[Br:1] |f:3.4|. The reagents and catalysts are [Fe] (iron). The reactants are C([O-])(O)=O.[Na+] (sodium bicarbonate), BrC=1C=CC2=C(C=3C(NC(=NC3C=C2)NC(C(C)(C)C)=O)=O)C1[N+](=O)[O-] (N-(9-bromo-1,2-dihydro-10-nitro-1-oxobenzo[f]quinazolin-3-yl)pivalamide), C(C)(=O)O (acetic acid), C(Cl)(Cl)Cl (chloroform).